This data is from the Open Reaction Database (ORD), a public repository of structured organic reaction records. The task is: describe an organic reaction: reactants, conditions, products, and yield Starting materials: C(C)(C)(C)OC(NCC1=CC(=C(C=C1)Cl)NC1=NC2=C(N1)C=C(C(=C2)Cl)N2C(CCC2)CN(C)C)=O ({4-chloro-3-[5-chloro-6-(2-dimethylaminomethyl-pyrrolidin-1-yl)-1H-benzimidazol-2-ylamino]-benzyl}-carbamic acid tert-butyl ester), Cl (HCl). Solvent: C1CCOC1 (THF). Yields the product ClC1=C(C=C(CN)C=C1)NC1=NC2=C(N1)C=C(C(=C2)Cl)N2C(CCC2)CN(C)C (4-Chloro-3-[5-chloro-6-(2-dimethylaminomethyl-pyrrolidin-1-yl)-1H-benzimidazol-2-ylamino]-benzylamine). As a reaction SMILES: C(OC(=O)[NH:7][CH2:8][C:9]1[CH:14]=[CH:13][C:12]([Cl:15])=[C:11]([NH:16][C:17]2[NH:21][C:20]3[CH:22]=[C:23]([N:27]4[CH2:31][CH2:30][CH2:29][CH:28]4[CH2:32][N:33]([CH3:35])[CH3:34])[C:24]([Cl:26])=[CH:25][C:19]=3[N:18]=2)[CH:10]=1)(C)(C)C.Cl>C1COCC1>[Cl:15][C:12]1[CH:13]=[CH:14][C:9]([CH2:8][NH2:7])=[CH:10][C:11]=1[NH:16][C:17]1[NH:21][C:20]2[CH:22]=[C:23]([N:27]3[CH2:31][CH2:30][CH2:29][CH:28]3[CH2:32][N:33]([CH3:35])[CH3:34])[C:24]([Cl:26])=[CH:25][C:19]=2[N:18]=1. Procedure details: The sub-title compound was prepared from {4-chloro-3-[5-chloro-6-(2-dimethylaminomethyl-pyrrolidin-1-yl)-1H-benzimidazol-2-ylamino]-benzyl}-carbamic acid tert-butyl ester (20 mg, 0.04 mmol) and 6 M aq. HCl-solution (1.0 ml) in THF (2 mL) in analogy to example 3 step (d). Starting materials: CCOC(=O)C(Cl)C1CCCCC1, Cl, O=[N+]([O-])c1ccccc1F, CN(C)C=O, O. The product is CCOC(=O)C(c1ccc([N+](=O)[O-])c(F)c1)C1CCCCC1. Reaction SMILES: [Cl:1][CH:2]([C:3](=[O:4])[O:5][CH2:6][CH3:7])[CH:8]1[CH2:9][CH2:10][CH2:11][CH2:12][CH2:13]1.[ClH:24].[F:14][c:15]1[c:16]([N+:21](=[O:22])[O-:23])[cH:17][cH:18][cH:19][cH:20]1.[O:25]=[CH:26][N:27]([CH3:28])[CH3:29].[OH2:30]>>[CH:2]([C:3](=[O:4])[O:5][CH2:6][CH3:7])([CH:8]1[CH2:9][CH2:10][CH2:11][CH2:12][CH2:13]1)[c:19]1[cH:18][cH:17][c:16]([N+:21](=[O:22])[O-:23])[c:15]([F:14])[cH:20]1. Starting materials: CCOC(C)=O, CC(=O)O, CC(O)(C(=O)Nc1ccc(Sc2ccc(F)cc2)cc1Cl)C(F)(F)F, O, OO. Product: CC(O)(C(=O)Nc1ccc(S(=O)(=O)c2ccc(F)cc2)cc1Cl)C(F)(F)F. Reaction SMILES: [CH3:28][CH2:29][O:30][C:31](=[O:32])[CH3:33].[CH3:35][C:36](=[O:37])[OH:38].[Cl:3][c:4]1[c:5]([NH:18][C:19]([C:20]([C:21]([F:22])([F:23])[F:24])([CH3:25])[OH:26])=[O:27])[cH:6][cH:7][c:8]([S:10][c:11]2[cH:12][cH:13][c:14]([F:17])[cH:15][cH:16]2)[cH:9]1.[OH2:34].[OH:1][OH:2]>>[Cl:3][c:4]1[c:5]([NH:18][C:19]([C:20]([C:21]([F:22])([F:23])[F:24])([CH3:25])[OH:26])=[O:27])[cH:6][cH:7][c:8]([S:10]([c:11]2[cH:12][cH:13][c:14]([F:17])[cH:15][cH:16]2)(=[O:30])=[O:34])[cH:9]1. Reported procedure: A solution of [1-(4-azido-5-fluoropyridin-3-yl)meth-(E)-ylidene]-(2-chloro-6-fluorophenyl)amine (˜60 mmol) in toluene (250 mL) was heated under reflux for 3 hours. The resultant mixture was cooled to room temperature and concentrated under reduced pressure. The residue was triturated with diethyl ether and the solid obtained was collected by filtration and dried to afford the title compound as an off-white solid (9.96 g, 63% yield over two steps). 1H NMR (400 MHz, DMSO-d6): δ 9.32 (d, J=2.7 Hz, ... Isolated yield 62.5%. Yields the product ClC1=C(C(=CC=C1)F)N1N=C2C(C=NC=C2F)=C1 (2-(2-Chloro-6-fluorophenyl)-7-fluoro-2H-pyrazolo[4,3-c]pyridine). RXN SMILES: [N:1]([C:4]1[C:9]([F:10])=[CH:8][N:7]=[CH:6][C:5]=1/[CH:11]=[N:12]/[C:13]1[C:18]([F:19])=[CH:17][CH:16]=[CH:15][C:14]=1[Cl:20])=[N+]=[N-]>C1(C)C=CC=CC=1>[Cl:20][C:14]1[CH:15]=[CH:16][CH:17]=[C:18]([F:19])[C:13]=1[N:12]1[CH:11]=[C:5]2[CH:6]=[N:7][CH:8]=[C:9]([F:10])[C:4]2=[N:1]1. Reactants: N(=[N+]=[N-])C1=C(C=NC=C1F)\C=N\C1=C(C=CC=C1F)Cl ([1-(4-azido-5-fluoropyridin-3-yl)meth-(E)-ylidene]-(2-chloro-6-fluorophenyl)amine), resultant mixture. The solvent is C1(=CC=CC=C1)C (toluene). Starting materials: C(C)OC(=O)C1=NN(C(=C1)C1=CC=C(C=C1)Cl)C (5-(4-chloro-phenyl)-1-methyl-1H-pyrazole-3-carboxylic acid ethyl ester), [H-].[Al+3].[Li+].[H-].[H-].[H-] (lithium aluminium hydride). Yields the product ClC1=CC=C(C=C1)C1=CC(=NN1C)CO ([5-(4-chloro-phenyl)-1-methyl-1H-pyrazol-3-yl]-methanol). Reaction SMILES: C([O:3][C:4]([C:6]1[CH:10]=[C:9]([C:11]2[CH:16]=[CH:15][C:14]([Cl:17])=[CH:13][CH:12]=2)[N:8]([CH3:18])[N:7]=1)=O)C.[H-].[Al+3].[Li+].[H-].[H-].[H-]>>[Cl:17][C:14]1[CH:13]=[CH:12][C:11]([C:9]2[N:8]([CH3:18])[N:7]=[C:6]([CH2:4][OH:3])[CH:10]=2)=[CH:16][CH:15]=1 |f:1.2.3.4.5.6|. Reported procedure: In analogy to the procedure described for example 1 a], 5-(4-chloro-phenyl)-1-methyl-1H-pyrazole-3-carboxylic acid ethyl ester was reduced with lithium aluminium hydride to give [5-(4-chloro-phenyl)-1-methyl-1H-pyrazol-3-yl]-methanol as white solid.